Dataset: the Open Reaction Database (ORD), a public repository of structured organic reaction records. Task: describe an organic reaction: reactants, conditions, products, and yield The reactants are C(C1=CC(=C(C(=C1)CC)N)CC)C1=CC(=C(C(=C1)CC)N)CC (4,4′-Methylenebis(2,6-diethylbenzeneamine)), 15, C(C)C(=O)C (methyl ethyl ketone), metal. Reagents/catalysts: [Pt] (Pt(S)/C). The solvent is O1CCCC1 (tetrahydrofuran). Reaction conditions: temperature 110 celsius. Product: C(C)(CC)NC1=C(C=C(C=C1CC)CC1=CC(=C(C(=C1)CC)NC(C)CC)CC)CC (N,N′-di-sec-butyl-4,4′-methylenebis(2,6-diethylbenzeneamine)). The yield is 86.0%. RXN SMILES: [CH2:1]([C:13]1[CH:18]=[C:17]([CH2:19][CH3:20])[C:16]([NH2:21])=[C:15]([CH2:22][CH3:23])[CH:14]=1)[C:2]1[CH:7]=[C:6]([CH2:8][CH3:9])[C:5]([NH2:10])=[C:4]([CH2:11][CH3:12])[CH:3]=1.[CH2:24]([C:26]([CH3:28])=O)[CH3:25]>[Pt].O1CCCC1>[CH:24]([NH:21][C:16]1[C:17]([CH2:19][CH3:20])=[CH:18][C:13]([CH2:1][C:2]2[CH:7]=[C:6]([CH2:8][CH3:9])[C:5]([NH:10][CH:1]([CH2:2][CH3:3])[CH3:13])=[C:4]([CH2:11][CH3:12])[CH:3]=2)=[CH:14][C:15]=1[CH2:22][CH3:23])([CH2:26][CH3:28])[CH3:25]. Procedure: 4,4′-Methylenebis(2,6-diethylbenzeneamine) (3 g), Pt(S)/C (0.3 g), Amberlyst-15 (0.3 g), methyl ethyl ketone (25 g), and tetrahydrofuran (THF; 25 g) were charged into a 100 mL metal autoclave at 22° C. The closed autoclave was purged 3 times with 90 psig (7.22×105 Pa) of H2 at 22° C. The reaction mixture was then heated at 100-120° C. under 125 psig (9.63×105 Pa) of H2 for 5 hrs (until no further H2 uptake was observed). The product mixture was cooled to 22° C. and degassed. A diluted product sa... The reactants are NC=1SC2=C(N1)CC(CC2=O)C (2-amino-5-methyl-5,6-dihydro-4H-benzothiazol-7-one), CC(=O)OC(=O)C (Ac2O). Product: CC1CC(C2=C(N=C(S2)NC(C)=O)C1)=O (N-(5-methyl-7-oxo-4,5,6,7-tetrahydro-benzothiazol-2-yl)-acetamide). Reaction SMILES: [NH2:1][C:2]1[S:3][C:4]2[C:10](=[O:11])[CH2:9][CH:8]([CH3:12])[CH2:7][C:5]=2[N:6]=1.[CH3:13][C:14](OC(C)=O)=[O:15]>>[CH3:12][CH:8]1[CH2:7][C:5]2[N:6]=[C:2]([NH:1][C:14](=[O:15])[CH3:13])[S:3][C:4]=2[C:10](=[O:11])[CH2:9]1. Reported procedure: A solution of 2-amino-5-methyl-5,6-dihydro-4H-benzothiazol-7-one (25.0 g, 0.137 mol) in Ac2O (300 mL) is heated at reflux temperature for 3 h. The reaction mixture is then cooled to RT and the precipitate is filtered off to afford N-(5-methyl-7-oxo-4,5,6,7-tetrahydro-benzothiazol-2-yl)-acetamide. Yield: 26 g. Starting materials: CC(=O)OC[C@@H]1[C@@H]([C@@H]([C@H]([C@@H](O1)OC2=CC=CC=C2)OC(=O)C)OC(=O)C)OC(=O)C (phenyl-2,3,4,6-tetra-O-acetyl-β-D-galactopyranoside), CO (methanol), C[O-].[Na+] (sodium methylate). Solvent: C(C)(=O)O (acetic acid). Run at time 5 hour. Product: C1=CC=C(C=C1)O[C@H]2[C@@H]([C@H]([C@H]([C@H](O2)CO)O)O)O (phenyl-β-D-galactopyranoside). Isolated yield 76.6%. RXN SMILES: CC([O:4][CH2:5][C@H:6]1[O:11][C@@H:10]([O:12][C:13]2[CH:18]=[CH:17][CH:16]=[CH:15][CH:14]=2)[C@H:9]([O:19]C(C)=O)[C@@H:8]([O:23]C(C)=O)[C@H:7]1[O:27]C(C)=O)=O.CO.C[O-].[Na+]>C(O)(=O)C>[CH:16]1[CH:15]=[CH:14][C:13]([O:12][C@@H:10]2[O:11][C@H:6]([CH2:5][OH:4])[C@H:7]([OH:27])[C@H:8]([OH:23])[C@H:9]2[OH:19])=[CH:18][CH:17]=1 |f:2.3|. Reported procedure: To phenyl-2,3,4,6-tetra-O-acetyl-β-D-galactopyranoside (21.2 g) were added methanol (120 ml) and 28% sodium methylate (0.28 ml) and the mixture was refluxed with stirring for 5 hours. After the reaction solution was cooled, acetic acid (0.1 ml) was added and the mixture was stirred for 30 minutes. Concentration of the reaction solution and crystallization with ethanol (180 ml) gave 9.8 g (yield 77%) of phenyl-β-D-galactopyranoside. Melting point: 154.5° C. Reactants: O (water), C(C)(C)(C)OC(=O)N1CCC(CC1)CCO (4-(2-hydroxyethyl)piperidine-1-carboxylic acid tert-butyl ester), C(C(C)(C)C)(=O)Cl (pivaloyl chloride), [H-].[Na+] (NaH). Run in CN(C)C=O (DMF). Conditions: temperature 60 celsius. The product is C(C)(C)(C)OC(=O)N1CCC(CC1)CCOC(C(C)(C)C)=O (4-[2-(2,2-dimethylpropionyloxy)ethyl]-piperidine-1-carboxylic acid tert-butyl ester). Reaction SMILES: [C:1]([O:5][C:6]([N:8]1[CH2:13][CH2:12][CH:11]([CH2:14][CH2:15][OH:16])[CH2:10][CH2:9]1)=[O:7])([CH3:4])([CH3:3])[CH3:2].[H-].[Na+].[C:19](Cl)(=[O:24])[C:20]([CH3:23])([CH3:22])[CH3:21].O>CN(C=O)C>[C:1]([O:5][C:6]([N:8]1[CH2:13][CH2:12][CH:11]([CH2:14][CH2:15][O:16][C:19](=[O:24])[C:20]([CH3:23])([CH3:22])[CH3:21])[CH2:10][CH2:9]1)=[O:7])([CH3:4])([CH3:3])[CH3:2] |f:1.2|. Reported procedure: To 4-(2-hydroxyethyl)piperidine-1-carboxylic acid tert-butyl ester (480 mg, 2.1 mmol) dissolved in dry DMF (10 ml) was added NaH (120 mg, 3.0 mmol, 55-65% in mineral oil) and the mixture was warmed to 60° C. for 2 h. The mixture was allowed to cool to rt and then pivaloyl chloride (0.1.6 ml, 1.3 mmol) was added. The reaction was allowed to stir over night and then poured into water and the mixture was extracted with ether. The combined organic phases were washed with brine, dried (Na2SO4), filte... Starting materials: ClCCl, CC(C)C(NC(=O)OC(C)(C)C)C(=O)CCN(C(=O)C(Cl)Cl)c1ccnc(-c2cc(-c3c(Cl)cccc3Cl)no2)c1, O=C(O)C(F)(F)F. The product is CC(C)C(N)C(=O)CCN(C(=O)C(Cl)Cl)c1ccnc(-c2cc(-c3c(Cl)cccc3Cl)no2)c1. As a reaction SMILES: [CH2:49]([Cl:50])[Cl:51].[Cl:8][CH:9]([C:10](=[O:11])[N:12]([c:13]1[cH:14][c:15](-[c:19]2[cH:20][c:21](-[c:24]3[c:25]([Cl:31])[cH:26][cH:27][cH:28][c:29]3[Cl:30])[n:22][o:23]2)[n:16][cH:17][cH:18]1)[CH2:32][CH2:33][C:34]([CH:35]([CH:36]([CH3:37])[CH3:38])[NH:39][C:40](=[O:41])[O:42][C:43]([CH3:44])([CH3:45])[CH3:46])=[O:47])[Cl:48].[OH:1][C:2]([C:3]([F:4])([F:5])[F:6])=[O:7]>>[Cl:8][CH:9]([C:10](=[O:11])[N:12]([c:13]1[cH:14][c:15](-[c:19]2[cH:20][c:21](-[c:24]3[c:25]([Cl:31])[cH:26][cH:27][cH:28][c:29]3[Cl:30])[n:22][o:23]2)[n:16][cH:17][cH:18]1)[CH2:32][CH2:33][C:34]([CH:35]([CH:36]([CH3:37])[CH3:38])[NH2:39])=[O:47])[Cl:48].